Dataset: the Open Reaction Database (ORD), a public repository of structured organic reaction records. Task: describe an organic reaction: reactants, conditions, products, and yield Starting materials: NC1=C(C(=O)OC)C=CC=C1Cl (methyl 2-amino-3-chlorobenzoate), ClC1=CC(OC2=C(C(=CC=C12)OC)OC1CCCC1)=O (4-chloro-8-(cyclopentyloxy)-7-methoxy-2H-chromen-2-one). The product is ClC=1C(=C(C(=O)OC)C=CC1)NC1=CC(OC2=C(C(=CC=C12)OC)OC1CCCC1)=O (Methyl 3-chloro-2-(8-(cyclopentyloxy)-7-methoxy-2-oxo-2H-chromen-4-ylamino)benzoate). Reaction SMILES: [NH2:1][C:2]1[C:11]([Cl:12])=[CH:10][CH:9]=[CH:8][C:3]=1[C:4]([O:6][CH3:7])=[O:5].Cl[C:14]1[C:23]2[C:18](=[C:19]([O:26][CH:27]3[CH2:31][CH2:30][CH2:29][CH2:28]3)[C:20]([O:24][CH3:25])=[CH:21][CH:22]=2)[O:17][C:16](=[O:32])[CH:15]=1>>[Cl:12][C:11]1[C:2]([NH:1][C:14]2[C:23]3[C:18](=[C:19]([O:26][CH:27]4[CH2:31][CH2:30][CH2:29][CH2:28]4)[C:20]([O:24][CH3:25])=[CH:21][CH:22]=3)[O:17][C:16](=[O:32])[CH:15]=2)=[C:3]([CH:8]=[CH:9][CH:10]=1)[C:4]([O:6][CH3:7])=[O:5]. Reported procedure: The title compound was prepared from methyl 2-amino-3-chlorobenzoate and 4-chloro-8-(cyclopentyloxy)-7-methoxy-2H-chromen-2-one following the procedure outlined in Example 16 (30 min r×n time). 1H NMR (400 MHz, DMSO-d6): δ 9.29 (s, 1H), 7.92 (m, 3H), 7.59 (t, 1H), 7.19 (d, 1H), 4.85 (m, 1H), 4.40 (s, 1H), 3.92 (s, 3H), 3.70 (s, 3H), 1.90-1.50 (m, 8H); MS (ESI): 443.9. Reactants: C=C(C)C1CCC(O)CC1, C1CCOC1, CC(C)O, [Cl-], Clc1ncnc2ccccc12, [H-], [NH4+], [Na+]. The product is C=C(C)C1CCC(Oc2ncnc3ccccc23)CC1. RXN SMILES: [C:3](=[CH2:4])([CH3:5])[CH:6]1[CH2:7][CH2:8][CH:9]([OH:12])[CH2:10][CH2:11]1.[CH2:26]1[O:27][CH2:28][CH2:29][CH2:30]1.[CH:31]([OH:32])([CH3:33])[CH3:34].[Cl-:24].[Cl:13][c:14]1[n:15][cH:16][n:17][c:18]2[cH:19][cH:20][cH:21][cH:22][c:23]12.[H-:2].[NH4+:25].[Na+:1]>>[C:3](=[CH2:4])([CH3:5])[CH:6]1[CH2:7][CH2:8][CH:9]([O:12][c:14]2[n:15][cH:16][n:17][c:18]3[cH:19][cH:20][cH:21][cH:22][c:23]23)[CH2:10][CH2:11]1. The reactants are C(C)(C)(C)OC(=O)N([C@H](C)C1=CC=CC2=CC=CC=C12)CC1C(CN(CC1)C=1C=C(C(=O)OCC)C=CC1)C1=C(C=CC=C1)F (ethyl 3-[4-({(tert-butoxycarbonyl)[(1R)-1-(1-naphthyl)ethyl]amino}methyl)-3-(2-fluorophenyl)piperidin-1-yl]benzoate), [OH-].[Na+] (sodium hydroxide), Cl (hydrochloric acid), [OH-].[Na+] (sodium hydroxide). Run in C1CCOC1 (THF), CO (methanol). Conditions: time 8 hour. The product is C(C)(C)(C)OC(=O)N([C@H](C)C1=CC=CC2=CC=CC=C12)CC1C(CN(CC1)C=1C=C(C(=O)O)C=CC1)C1=C(C=CC=C1)F (3-[4-({(tert-butoxycarbonyl)[(1R)-1-(1-naphthyl)ethyl]amino}methyl)-3-(2-fluorophenyl)piperidin-1-yl]benzoic acid). Yield: 98.1%. As a reaction SMILES: [C:1]([O:5][C:6]([N:8]([CH2:21][CH:22]1[CH2:27][CH2:26][N:25]([C:28]2[CH:29]=[C:30]([CH:36]=[CH:37][CH:38]=2)[C:31]([O:33]CC)=[O:32])[CH2:24][CH:23]1[C:39]1[CH:44]=[CH:43][CH:42]=[CH:41][C:40]=1[F:45])[C@@H:9]([C:11]1[C:20]2[C:15](=[CH:16][CH:17]=[CH:18][CH:19]=2)[CH:14]=[CH:13][CH:12]=1)[CH3:10])=[O:7])([CH3:4])([CH3:3])[CH3:2].[OH-].[Na+].Cl>C1COCC1.CO>[C:1]([O:5][C:6]([N:8]([CH2:21][CH:22]1[CH2:27][CH2:26][N:25]([C:28]2[CH:29]=[C:30]([CH:36]=[CH:37][CH:38]=2)[C:31]([OH:33])=[O:32])[CH2:24][CH:23]1[C:39]1[CH:44]=[CH:43][CH:42]=[CH:41][C:40]=1[F:45])[C@@H:9]([C:11]1[C:20]2[C:15](=[CH:16][CH:17]=[CH:18][CH:19]=2)[CH:14]=[CH:13][CH:12]=1)[CH3:10])=[O:7])([CH3:2])([CH3:3])[CH3:4] |f:1.2|. Reported procedure: To a solution of 172 mg of the crude ethyl 3-[4-({(tert-butoxycarbonyl)[(1R)-1-(1-naphthyl)ethyl]amino}methyl)-3-(2-fluorophenyl)piperidin-1-yl]benzoate in 2.0 mL of THF and 1.0 mL of methanol was added 1.00 mL of a 1 M aqueous sodium hydroxide solution at room temperature, followed by stirring overnight. It was stirred at 85° C. for 1 hour. 0.50 mL of a 1 M aqueous sodium hydroxide solution was added thereto, for followed by stirring at 85° C. for 1 hour. The reaction mixture was cooled to room... The reactants are [Sn]=O (tin oxide), steel, [Sn] (tin), [Zr] (zirconium), [Sn] (tin), S(O)(O)(=O)=O (sulfuric acid). Product: S(=O)(=O)([O-])[O-].[Zr+4].S(=O)(=O)([O-])[O-] (zirconium sulfate). RXN SMILES: [Sn]=O.[Zr:3].[Sn].[S:5](=[O:9])(=[O:8])([OH:7])[OH:6]>>[S:5]([O-:9])([O-:8])(=[O:7])=[O:6].[Zr+4:3].[S:5]([O-:9])([O-:8])(=[O:7])=[O:6] |f:4.5.6,^3:3|. Reported procedure: FIG. 1 is a view showing the relationship between the amount of tin oxide and the amount of coating deposition converted to zirconium in the case of treating tin-plated steel sheet (tin deposition amount on one surface: 2.8 g/m2), dipped in sulfuric acid (dipped in 2% sulfuric acid (25° C.) for 0 to 60 seconds) to remove the tin oxide, by zirconium sulfate electrolysis (electrolytic conditions: 1 A/dm2×5 seconds (40° C.)) to form a chrome-free foundation layer containing zirconium (zirconium com... Starting materials: N1CCCCC1 (Piperidine), Cl.ClC1=NCC(N(C2=C1C=CC=C2)C)=O (5-chloro-1,2-dihydro-1-methyl-3H-1,4-benzodiazepin-2-one hydrochloride), C([O-])(O)=O.[Na+] (sodium bicarbonate). The solvent is ClCCl (dichloromethane). Yields the product CN1C(CN=C(C2=C1C=CC=C2)N2CCCCC2)=O (1,2-Dihydro-1-methyl-5-(piperidin-1-yl)-3H-1,4-benzodiazepin-2-one). The yield is 48.2%. Reaction SMILES: [NH:1]1[CH2:6][CH2:5][CH2:4][CH2:3][CH2:2]1.Cl.Cl[C:9]1[C:15]2[CH:16]=[CH:17][CH:18]=[CH:19][C:14]=2[N:13]([CH3:20])[C:12](=[O:21])[CH2:11][N:10]=1.C(=O)(O)[O-].[Na+]>ClCCl>[CH3:20][N:13]1[C:14]2[CH:19]=[CH:18][CH:17]=[CH:16][C:15]=2[C:9]([N:1]2[CH2:6][CH2:5][CH2:4][CH2:3][CH2:2]2)=[N:10][CH2:11][C:12]1=[O:21] |f:1.2,3.4|. Reported procedure: Piperidine (1.34 g) was added to a solution of crude 5-chloro-1,2-dihydro-1-methyl-3H-1,4-benzodiazepin-2-one hydrochloride (0.005 mol) in dichloromethane (50 ml) cooled in ice. After warming to room temperature, sodium bicarbonate solution (20 ml) was added. The organic phase was separated, dried (Na2SO4) and evaporated to give an orange oil which was purified by column chromatography on silica with CH2Cl2 →CH2Cl2 :MeOH 95:5 as eluant to afford 0.62 g of product as an orange gum 1H NMR (250 MHz... Product: N1=CN=C(C=C1)ON1N=NC2=C1C=CC=C2 (1-(Pyrimidin-4-yloxy)-1H-benzo[d][1,2,3]triazole). The reactants are N1=CN=C(C=C1)O (pyrimidin-4-ol), (1H-benzo[d][1,2,3]triazol-1-yloxy)tris(dimethylamino)phosphonium hexafluorophosphate(V), N=1CCCN2C1CCCCC2 (2,3,4,6,7,8,9,10-octahydropyrimido[1,2-a]azepine), C(C)#N (acetonitrile). Procedure details: To a solution of pyrimidin-4-ol (350 mg, 3.6 mmol) and (1H-benzo[d][1,2,3]triazol-1-yloxy)tris(dimethylamino)phosphonium hexafluorophosphate(V) (1.9 g, 4.4 mmol) in 24 mL of acetonitrile was added 2,3,4,6,7,8,9,10-octahydropyrimido[1,2-a]azepine (820 μL, 5.5 mmol) dropwise at room temperature. After the reaction mixture was stirred for 1 hour, the reaction solvent was removed under reduced pressure. Purification of the residue by flash chromatography (0 to 70% EtOAc/hexanes) provided the title c... RXN SMILES: [N:1]1[CH:6]=[CH:5][C:4]([OH:7])=[N:3][CH:2]=1.[N:8]1CCC[N:12]2[CH2:18][CH2:17][CH2:16][CH2:15][CH2:14][C:13]=12.C(#[N:21])C>>[N:1]1[CH:6]=[CH:5][C:4]([O:7][N:8]2[C:13]3[CH:14]=[CH:15][CH:16]=[CH:17][C:18]=3[N:12]=[N:21]2)=[N:3][CH:2]=1. Conditions: time 1 hour. Reactants: COC=1C=C(C=C(C1OC)OC)NC1=NC(=CN=C1)OC1=CC=C(C=C1)N (2-(3,4,5-trimethoxyphenylamino)-6-(4-aminophenyloxy)-pyrazine), FC(C1=CC=C(C=C1)C(=O)Cl)(F)F (4-trifluoromethyl-phenylcarbonyl chloride). The solvent is CCOC(=O)C (AcOEt). Product: COC=1C=C(C=C(C1OC)OC)NC1=NC(=CN=C1)C1=C(C=C(C=C1)C(=O)C1=CC=C(C=C1)C(F)(F)F)N (2-(3,4,5-Trimethoxyphenylamino)-6-[4-(4-trifluoromethyl-phenylcarbonyl)-aminophenyl]-pyrazine). The yield is 46.0%. As a reaction SMILES: [CH3:1][O:2][C:3]1[CH:4]=[C:5]([NH:13][C:14]2[CH:19]=[N:18][CH:17]=[C:16](OC3C=CC(N)=CC=3)[N:15]=2)[CH:6]=[C:7]([O:11][CH3:12])[C:8]=1[O:9][CH3:10].[F:28][C:29]([F:40])([F:39])[C:30]1[CH:35]=[CH:34][C:33]([C:36](Cl)=[O:37])=[CH:32][CH:31]=1>CCOC(C)=O>[CH3:12][O:11][C:7]1[CH:6]=[C:5]([NH:13][C:14]2[CH:19]=[N:18][CH:17]=[C:16]([C:4]3[CH:3]=[CH:8][C:7]([C:36]([C:33]4[CH:34]=[CH:35][C:30]([C:29]([F:40])([F:39])[F:28])=[CH:31][CH:32]=4)=[O:37])=[CH:6][C:5]=3[NH2:13])[N:15]=2)[CH:4]=[C:3]([O:2][CH3:1])[C:8]=1[O:9][CH3:10]. Procedure: Using Method LL with 2-(3,4,5-trimethoxyphenylamino)-6-(4-aminophenyloxy)-pyrazine (50 mg, 0.14 mmol) and 4-trifluoromethyl-phenylcarbonyl chloride (35 mg, 0.17 mmol), and purification by column chromatography (AcOEt), the title compound was obtained (34 mg). Yield: 46%. 1H NMR (250 MHz, DMSO-d6) δ 3.65 (s, 3H, [CH3O]4), 3.85 (s, 6H, [CH3O]3+5), 7.28 (s, 2H, Harom2′+6′), 7.95 (d, 4H, Harom 3+5 and Harom 2″+6″ J=8.5 Hz), 8.15-8.21 (m, 4H, and Harom 2+6, Harom 3″+5″ and HPz 5), 8.53 (s, 1H, HPz 3)... The reactants are CCCCCCCCCCCCCCCC(=O)NC(CS)C(=O)OC(C)(C)C, CN(C)c1ccccn1, CCCCCCCCCCCCCCCC(=O)O, C(=NC1CCCCC1)=NC1CCCCC1, ClC(Cl)Cl. Product: CCCCCCCCCCCCCCCC(=O)NC(CSC(=O)CCCCCCCCCCCCCCC)C(=O)OC(C)(C)C. Reaction SMILES: [C:43]([CH3:44])([CH3:45])([CH3:46])[O:47][C:48]([CH:49]([NH:50][C:51]([CH2:52][CH2:53][CH2:54][CH2:55][CH2:56][CH2:57][CH2:58][CH2:59][CH2:60][CH2:61][CH2:62][CH2:63][CH2:64][CH2:65][CH3:66])=[O:67])[CH2:68][SH:69])=[O:70].[CH3:19][N:20]([c:21]1[cH:22][cH:23][cH:24][cH:25][n:26]1)[CH3:27].[CH3:1][CH2:2][CH2:3][CH2:4][CH2:5][CH2:6][CH2:7][CH2:8][CH2:9][CH2:10][CH2:11][CH2:12][CH2:13][CH2:14][CH2:15][C:16]([OH:17])=[O:18].[CH:28]1([N:29]=[C:30]=[N:31][CH:32]2[CH2:33][CH2:34][CH2:35][CH2:36][CH2:37]2)[CH2:38][CH2:39][CH2:40][CH2:41][CH2:42]1.[CH:71]([Cl:72])([Cl:73])[Cl:74]>>[CH3:1][CH2:2][CH2:3][CH2:4][CH2:5][CH2:6][CH2:7][CH2:8][CH2:9][CH2:10][CH2:11][CH2:12][CH2:13][CH2:14][CH2:15][C:16](=[O:18])[S:69][CH2:68][CH:49]([C:48]([O:47][C:43]([CH3:44])([CH3:45])[CH3:46])=[O:70])[NH:50][C:51]([CH2:52][CH2:53][CH2:54][CH2:55][CH2:56][CH2:57][CH2:58][CH2:59][CH2:60][CH2:61][CH2:62][CH2:63][CH2:64][CH2:65][CH3:66])=[O:67].